This data is from the Open Reaction Database (ORD), a public repository of structured organic reaction records. The task is: describe an organic reaction: reactants, conditions, products, and yield Reaction SMILES: [CH:1](=[C:8]1/[N:9]=[C:10]([C:14]2[CH:19]=[C:18]([F:20])[CH:17]=[CH:16][C:15]=2[F:21])[NH:11][C:12]/1=[O:13])/[C:2]1[CH:7]=[CH:6][CH:5]=[CH:4][CH:3]=1.[C:22]1([CH3:32])[CH:27]=[CH:26][CH:25]=[C:24](/[CH:28]=[CH:29]/[CH:30]=[O:31])[CH:23]=1>>[F:21][C:15]1[CH:16]=[CH:17][C:18]([F:20])=[CH:19][C:14]=1[C:10]1[NH:11][C:12]2[O:13][C:30](=[O:31])[CH:29]([CH2:28][C:24]3[CH:25]=[CH:26][CH:27]=[C:22]([CH3:32])[CH:23]=3)[CH:1]([C:2]3[CH:3]=[CH:4][CH:5]=[CH:6][CH:7]=3)[C:8]=2[N:9]=1. Yield: 61.0%. Product: FC1=C(C=C(C=C1)F)C1=NC2=C(N1)OC(C(C2C2=CC=CC=C2)CC2=CC(=CC=C2)C)=O (2-(2,5-difluorophenyl)-6-(3-methylbenzyl)-7-phenyl-6,7-dihydropyrano[2,3-d]imidazol-5(3H)-one). Reactants: C(/C1=CC=CC=C1)=C\1/N=C(NC1=O)C1=C(C=CC(=C1)F)F ((Z)-4-benzylidene-2-(2,5-difluorophenyl)-1H-imidazol-5(4H)-one), C1(=CC(=CC=C1)/C=C/C=O)C ((E)-3-(m-tolyl)acrylaldehyde). Procedure details: Prepared according to the general procedure using (Z)-4-benzylidene-2-(2,5-difluorophenyl)-1H-imidazol-5(4H)-one and (E)-3-(m-tolyl)acrylaldehyde. The unpurified residue was purified by flash chromatography using 15% EtOAc/hexanes to afford 8 as an off-white solid (78 mg, 61%). Analytical data for 8: 1H NMR (500 MHz, CDCl3) δ 9.39 (d, J=7.3 Hz, 1H), 7.88 (ddd, J=9.2, 6.1, 3.2 Hz, 1H), 7.37-7.29 (m, 3H), 7.20-7.12 (m, 3H), 7.11-7.01 (m, 2H), 6.97 (ddd, J=6.2, 4.9, 1.9 Hz, 3H), 4.18 (d, J=6.9 Hz, ... Reaction SMILES: CC(OC(=O)[NH:7][C:8]1[CH:13]=[CH:12][C:11]([CH2:14][CH2:15][C:16]2([CH:24]([CH3:26])[CH3:25])[CH2:21][C:20]([OH:22])=[CH:19][C:18](=[O:23])[O:17]2)=[CH:10][CH:9]=1)(C)C.C([O-])([O-])=O.[K+].[K+].[C:34]([C:38]1[CH:43]=[C:42]([CH2:44][OH:45])[C:41]([CH3:46])=[CH:40][C:39]=1[S:47]S(C1C=CC(C)=CC=1)(=O)=O)([CH3:37])([CH3:36])[CH3:35].O>C(Cl)Cl.CC(O)=O.CCOC(C)=O>[NH2:7][C:8]1[CH:9]=[CH:10][C:11]([CH2:14][CH2:15][C:16]2([CH:24]([CH3:25])[CH3:26])[O:17][C:18](=[O:23])[C:19]([S:47][C:39]3[CH:40]=[C:41]([CH3:46])[C:42]([CH2:44][OH:45])=[CH:43][C:38]=3[C:34]([CH3:37])([CH3:36])[CH3:35])=[C:20]([OH:22])[CH2:21]2)=[CH:12][CH:13]=1 |f:1.2.3|. The reactants are CC(C)(C)OC(NC1=CC=C(C=C1)CCC1(OC(C=C(C1)O)=O)C(C)C)=O ({4-[2-(4-hydroxy-2-isopropyl-6-oxo-3,6-dihydro-2H-pyran-2-yl)-ethyl]-phenyl}-carbamic acid 1,1-dimethylethyl ester), O (Water), C(=O)([O-])[O-].[K+].[K+] (K2CO3), C(C)(C)(C)C1=C(C=C(C(=C1)CO)C)SS(=O)(=O)C1=CC=C(C=C1)C (toluene-4-thiosulfonic acid S-(2-tert-butyl-4-hydroxymethyl-5-methyl-phenyl) ester). Yields the product NC1=CC=C(C=C1)CCC1(CC(=C(C(O1)=O)SC1=C(C=C(C(=C1)C)CO)C(C)(C)C)O)C(C)C (6-[2-(4-Amino-phenyl)-ethyl]-3-(2-tert-butyl-4-hydroxymethyl-5-methyl-phenylsulfanyl)-4-hydroxy-6-isopropyl-5,6-dihydro-pyran-2-one). Reported procedure: A solution of {4-[2-(4-hydroxy-2-isopropyl-6-oxo-3,6-dihydro-2H-pyran-2-yl)-ethyl]-phenyl}-carbamic acid 1,1-dimethylethyl ester (0.26 g, 0.69 mmol; prepared in Example QQQQQ) in CH2Cl2 was cooled to 5° C. and treated with a steady stream of gaseous HCI for 5 minutes. The solution was concentrated, and the residue was triturated with ether. The crude material was dissolved in DMF (5 mL) and treated with 1.0 g (7.0 mmol) of K2CO3 and 0.25 g (0.69 mmol) of toluene-4-thiosulfonic acid S-(2-tert-but... The solvent is CCOC(=O)C (EtOAc), C(Cl)Cl (CH2Cl2), CC(=O)O (AcOH). Conditions: time 8 hour. Starting materials: CC(C)(C)OC(=O)c1ccc(C(=O)n2c(-c3cccnc3)cc3cc(C#N)ccc32)cc1, O=C(O)C(F)(F)F. Yields the product N#Cc1ccc2c(c1)cc(-c1cccnc1)n2C(=O)c1ccc(C(=O)O)cc1. Reaction SMILES: [C:1]([CH3:2])([CH3:3])([CH3:4])[O:5][C:6]([c:7]1[cH:8][cH:9][c:10]([C:13](=[O:14])[n:15]2[c:16](-[c:26]3[cH:27][n:28][cH:29][cH:30][cH:31]3)[cH:17][c:18]3[cH:19][c:20]([C:24]#[N:25])[cH:21][cH:22][c:23]23)[cH:11][cH:12]1)=[O:32].[F:33][C:34]([F:35])([F:36])[C:37]([OH:38])=[O:39]>>[O:5]=[C:6]([c:7]1[cH:8][cH:9][c:10]([C:13](=[O:14])[n:15]2[c:16](-[c:26]3[cH:27][n:28][cH:29][cH:30][cH:31]3)[cH:17][c:18]3[cH:19][c:20]([C:24]#[N:25])[cH:21][cH:22][c:23]23)[cH:11][cH:12]1)[OH:32]. Starting materials: FC(C(F)(F)F)(C=1C=CC2=C(C=C(C(O2)C(F)(F)F)C(=O)OCC)C1)F (ethyl 6-(pentafluoroethyl)-2-(trifluoromethyl)-2H-1-benzopyran-3-carboxylate), [OH-].[Na+] (NaOH). The solvent is C1CCOC1.CCO.O (THF EtOH H2O). Reaction conditions: time 16 hour. The product is FC(C(F)(F)F)(C=1C=CC2=C(C=C(C(O2)C(F)(F)F)C(=O)O)C1)F (6-(pentafluoroethyl)-2-(trifluoromethyl)-2H-1-benzopyran-3-carboxylic acid). RXN SMILES: [F:1][C:2]([F:26])([C:7]1[CH:8]=[CH:9][C:10]2[O:15][CH:14]([C:16]([F:19])([F:18])[F:17])[C:13]([C:20]([O:22]CC)=[O:21])=[CH:12][C:11]=2[CH:25]=1)[C:3]([F:6])([F:5])[F:4].[OH-].[Na+]>C1COCC1.CCO.O>[F:26][C:2]([F:1])([C:7]1[CH:8]=[CH:9][C:10]2[O:15][CH:14]([C:16]([F:17])([F:18])[F:19])[C:13]([C:20]([OH:22])=[O:21])=[CH:12][C:11]=2[CH:25]=1)[C:3]([F:6])([F:5])[F:4] |f:1.2,3.4.5|. Procedure: To a stirred solution of the ethyl ester (Step 1) (0.090 g, 0.231 mmol) in THF:EtOH:H2O (7:2:1) (4 mL) was added aqueous NaOH solution (0.11 mL, 2.5 M). After stirring 16 hours, the reaction was partially concentrated in vacuo to remove the organic solvents, diluted with H2O, and washed with diethyl ether. The resulting aqueous phase was acidified with concentrated HCl, extracted with diethyl ether, dried over MgSO4, filtered and concentrated in vacuo yielding an oil. The oil was purified by fla... Reactants: FC1=CC=C(C=C1)N1C(=CC=C1)C1=CC=C(C=C1)S(=O)(=O)C (1-(4-fluorophenyl)-2-(4-methylsulfonylphenyl)pyrrole), C(C[*:2])[*:1] (polyethylene), [Xe](F)F (xenon difluoride), saturated aqueous solution, C([O-])([O-])=O.[Na+].[Na+] (sodium carbonate). Run in C(C)#N (acetonitrile). The product is FC1=CC=C(N1C1=CC=C(C=C1)F)C1=CC=C(C=C1)S(=O)(=O)C (5-Fluoro-1-(4-fluorophenyl)-2-(4-methylsulfonylphenyl)pyrrole). Isolated yield 35.6%. Reaction SMILES: [F:1][C:2]1[CH:7]=[CH:6][C:5]([N:8]2[CH:12]=[CH:11][CH:10]=[C:9]2[C:13]2[CH:18]=[CH:17][C:16]([S:19]([CH3:22])(=[O:21])=[O:20])=[CH:15][CH:14]=2)=[CH:4][CH:3]=1.[Xe](F)[F:24].C(=O)([O-])[O-].[Na+].[Na+]>C(#N)C>[F:24][C:12]1[N:8]([C:5]2[CH:4]=[CH:3][C:2]([F:1])=[CH:7][CH:6]=2)[C:9]([C:13]2[CH:18]=[CH:17][C:16]([S:19]([CH3:22])(=[O:21])=[O:20])=[CH:15][CH:14]=2)=[CH:10][CH:11]=1 |f:2.3.4|. Procedure details: 0.90 g (2.7 mmol) of 1-(4-fluorophenyl)-2-(4-methylsulfonylphenyl)pyrrole (prepared as described in Example 33) was dissolved in 10 ml of acetonitrile in a reaction vessel made of polyethylene, and 0.46 g (2.7 mmol) of xenon difluoride was added to the resulting solution at 0° C., whilst stirring. The temperature of the reaction mixture was then allowed to return to room temperature, and the mixture was stirred at room temperature for 20 hours. At the end of this time, 20 ml of a saturated aqueo... Reactants: O=C([O-])[O-], Cc1cc(N)c2cn[nH]c2c1, CNC1CCCCC1NC, CCOC(C)=O, Cl, [Cu]I, O=C(OCc1ccccc1)c1cccc(I)c1, [K+], [K+], CN(C)C=O, O. Yields the product Cc1cc(N)c2cnn(-c3cccc(C(=O)OCc4ccccc4)c3)c2c1. Reaction SMILES: [C:30](=[O:31])([O-:32])[O-:33].[CH3:2][c:3]1[cH:4][c:5]([NH2:12])[c:6]2[cH:7][n:8][nH:9][c:10]2[cH:11]1.[CH3:36][NH:37][CH:38]1[CH2:39][CH2:40][CH2:41][CH2:42][CH:43]1[NH:44][CH3:45].[CH3:53][CH2:54][O:55][C:56](=[O:57])[CH3:58].[ClH:1].[Cu:51][I:52].[I:13][c:14]1[cH:15][c:16]([C:17](=[O:18])[O:19][CH2:20][c:21]2[cH:22][cH:23][cH:24][cH:25][cH:26]2)[cH:27][cH:28][cH:29]1.[K+:34].[K+:35].[O:46]=[CH:47][N:48]([CH3:49])[CH3:50].[OH2:59]>>[CH3:2][c:3]1[cH:4][c:5]([NH2:12])[c:6]2[cH:7][n:8][n:9](-[c:14]3[cH:15][c:16]([C:17](=[O:18])[O:19][CH2:20][c:21]4[cH:22][cH:23][cH:24][cH:25][cH:26]4)[cH:27][cH:28][cH:29]3)[c:10]2[cH:11]1. Reactants: COC(=O)c1c(Oc2nc(OC)cc(OC)n2)ccc2ncccc12, CO, CCOC, [K+], [OH-]. The product is COc1cc(OC)nc(Oc2ccc3ncccc3c2C(=O)O)n1. Reaction SMILES: [CH3:1][O:2][c:3]1[n:4][c:5]([O:11][c:12]2[c:13]([C:22](=[O:23])[O:24][CH3:25])[c:14]3[cH:15][cH:16][cH:17][n:18][c:19]3[cH:20][cH:21]2)[n:6][c:7]([O:9][CH3:10])[cH:8]1.[CH3:28][OH:29].[CH3:30][CH2:31][O:32][CH3:33].[K+:27].[OH-:26]>>[CH3:1][O:2][c:3]1[n:4][c:5]([O:11][c:12]2[c:13]([C:22](=[O:23])[OH:24])[c:14]3[cH:15][cH:16][cH:17][n:18][c:19]3[cH:20][cH:21]2)[n:6][c:7]([O:9][CH3:10])[cH:8]1. Starting materials: CN(CCN1N=CC2=CC(=CC=C12)N)C (1-(2-dimethylamino-ethyl)-1H-indazol-5-ylamine), O(C1=CC=CC=C1)C1=CC=C(C=C1)CC(=O)O (4-phenoxy-phenylacetic acid), Cl.C(C)N=C=NC(CC)(C)C (ethyldimethylpropylcarbodiimide hydrochloride), ON1N=NC2=C1C=CC=C2 (N-hydroxybenzotriazole), CN1CCOCC1 (N-methyl morpholine). The solvent is CN(C)C=O (DMF). Conditions: time 6 hour. The product is CN(CCN1N=CC2=CC(=CC=C12)NC(CC1=CC=C(C=C1)OC1=CC=CC=C1)=O)C (N-[1-(2-dimethylamino-ethyl)-1H-indazol-5-yl]-2-(4-phenoxy-phenyl)-acetamide). Reaction SMILES: [CH3:1][N:2]([CH3:15])[CH2:3][CH2:4][N:5]1[C:13]2[C:8](=[CH:9][C:10]([NH2:14])=[CH:11][CH:12]=2)[CH:7]=[N:6]1.[O:16]([C:23]1[CH:28]=[CH:27][C:26]([CH2:29][C:30](O)=[O:31])=[CH:25][CH:24]=1)[C:17]1[CH:22]=[CH:21][CH:20]=[CH:19][CH:18]=1.Cl.C(N=C=NC(C)(C)CC)C.ON1C2C=CC=CC=2N=N1.CN1CCOCC1>CN(C=O)C>[CH3:1][N:2]([CH3:15])[CH2:3][CH2:4][N:5]1[C:13]2[C:8](=[CH:9][C:10]([NH:14][C:30](=[O:31])[CH2:29][C:26]3[CH:27]=[CH:28][C:23]([O:16][C:17]4[CH:18]=[CH:19][CH:20]=[CH:21][CH:22]=4)=[CH:24][CH:25]=3)=[CH:11][CH:12]=2)[CH:7]=[N:6]1 |f:2.3|. Reported procedure: A mixture of 1-(2-dimethylamino-ethyl)-1H-indazol-5-ylamine (42 mg, 0.20 mmol), 4-phenoxy-phenylacetic acid (47 mg, 0.21 mmol), ethyldimethylpropylcarbodiimide hydrochloride (43 mg g, 0.22 mmol), N-hydroxybenzotriazole (30 mg, 0.22 mmol), N-methyl morpholine (46 mg, 0.44 mmol) in 2 mL of DMF was shaken for 6 hours. The mixture was concentrated under reduced pressure, the residue taken up in 1.5 mL of a 1:1 mixture of DMSO/MeOH and purified by preparative reverse-phase HPLC. 1H NMR (300 MHz, DMSO... Reactants: Cc1ccccc1, CC(=O)CC(O)CC(C)Sc1ccccc1C, Cc1ccc(S(=O)(=O)O)cc1. The product is CC(=O)C=CCC(C)Sc1ccccc1C. RXN SMILES: [CH3:29][c:30]1[cH:31][cH:32][cH:33][cH:34][cH:35]1.[OH:1][CH:2]([CH2:3][C:4]([CH3:5])=[O:6])[CH2:7][CH:8]([CH3:9])[S:10][c:11]1[c:12]([CH3:17])[cH:13][cH:14][cH:15][cH:16]1.[c:18]1([CH3:19])[cH:20][cH:21][c:22]([S:23]([OH:24])(=[O:25])=[O:26])[cH:27][cH:28]1>>[CH:2](=[CH:3][C:4]([CH3:5])=[O:6])[CH2:7][CH:8]([CH3:9])[S:10][c:11]1[c:12]([CH3:17])[cH:13][cH:14][cH:15][cH:16]1. The reactants are BrCC=C (3-bromopropene), C1(=CC=CC=C1)C(CC1N2CCC(C1)CC2)C2=CC=CC=C2 (2-(2,2-diphenylethyl)-1-azabicyclo[2.2.2]octane), C1CCCCC1 (cyclohexane), solution, C(CCC)[Li] (butyl lithium), N,N,N'N'-tetramethylethylenediamine. Run in CCCCCC (hexane). Run at time 3 hour. Product: C1(=CC=CC=C1)C(CC1N2CCC(C1)CC2)(CC=C)C2=CC=CC=C2 (2-(2,2-diphenyl-4-pentenyl)-1-azabicyclo[2.2.2]octane). Reaction SMILES: [C:1]1([CH:7]([C:17]2[CH:22]=[CH:21][CH:20]=[CH:19][CH:18]=2)[CH2:8][CH:9]2[CH2:14][CH:13]3[CH2:15][CH2:16][N:10]2[CH2:11][CH2:12]3)[CH:6]=[CH:5][CH:4]=[CH:3][CH:2]=1.[CH2:23]1[CH2:28]CCC[CH2:24]1.C([Li])CCC.BrCC=C>CCCCCC>[C:17]1([C:7]([C:1]2[CH:2]=[CH:3][CH:4]=[CH:5][CH:6]=2)([CH2:28][CH:23]=[CH2:24])[CH2:8][CH:9]2[CH2:14][CH:13]3[CH2:15][CH2:16][N:10]2[CH2:11][CH2:12]3)[CH:18]=[CH:19][CH:20]=[CH:21][CH:22]=1. Procedure: To a solution of 2.91 parts of 2-(2,2-diphenylethyl)-1-azabicyclo[2.2.2]octane in 40 parts by volume of cyclohexane are added under a nitrogen atmosphere 4.6 parts by volume of a 2.5 M solution of butyl lithium in hexane and 1.5 parts by volume of N,N,N'N'-tetramethylethylenediamine. The mixture is heated to reflux, with stirring, for 12/3 hour and then cooled to room temperature. 1.45 Parts of 3-bromopropene is then added during a 5-second period. Stirring is continued for about 6 minutes durin...